This data is from the Open Reaction Database (ORD), a public repository of structured organic reaction records. The task is: describe an organic reaction: reactants, conditions, products, and yield Reactants: CC1(NC(C2=C(N1)C=C(S2)C=2C=NNC2C)=O)C (2,2-dimethyl-6-(5-methyl-1H-pyrazol-4-yl)-2,3-dihydrothieno[3,2-d]pyrimidin-4(1H)-one), BrBr (bromine), C(=O)(O)[O-].[Na+] (NaHCO3). The solvent is C(C)(=O)O (acetic acid). Reaction conditions: temperature 70 celsius, time 5 minute. Product: BrC1=C(SC2=C1NC(NC2=O)(C)C)C=2C=NNC2C (7-bromo-2,2-dimethyl-6-(5-methyl-1H-pyrazol-4-yl)-2,3-dihydrothieno[3,2-d]pyrimidin-4(1H)-one). Isolated yield 62.8%. As a reaction SMILES: [CH3:1][C:2]1([CH3:18])[NH:7][C:6]2[CH:8]=[C:9]([C:11]3[CH:12]=[N:13][NH:14][C:15]=3[CH3:16])[S:10][C:5]=2[C:4](=[O:17])[NH:3]1.[Br:19]Br.C([O-])(O)=O.[Na+]>C(O)(=O)C>[Br:19][C:8]1[C:6]2[NH:7][C:2]([CH3:18])([CH3:1])[NH:3][C:4](=[O:17])[C:5]=2[S:10][C:9]=1[C:11]1[CH:12]=[N:13][NH:14][C:15]=1[CH3:16] |f:2.3|. Reported procedure: To a vigorously stirred solution of 2,2-dimethyl-6-(5-methyl-1H-pyrazol-4-yl)-2,3-dihydrothieno[3,2-d]pyrimidin-4(1H)-one (0.080 g, 0.305 mmol) in acetic acid (2 mL) was added slowly bromine (0.019 mL, 0.366 mmol). After 5 min, the mixture was poured into excess saturated aqueous NaHCO3 and extracted with EtOAc, and the extract was dried over MgSO4, filtered and concentrated under reduced pressure. The residue was mixed with acetone (5 mL), PTSA (3 mg) and DMF (1 mL). The mixture was stirred for... Starting materials: O=C([O-])[O-], CC#N, CC(C)I, [K+], [K+], Oc1ccc2[nH]ccc2c1. Product: CC(C)Oc1ccc2[nH]ccc2c1. RXN SMILES: [C:11](=[O:12])([O-:13])[O-:14].[CH3:21][C:22]#[N:23].[CH:17]([CH3:18])([CH3:19])[I:20].[K+:15].[K+:16].[OH:1][c:2]1[cH:3][c:4]2[cH:5][cH:6][nH:7][c:8]2[cH:9][cH:10]1>>[O:1]([c:2]1[cH:3][c:4]2[cH:5][cH:6][nH:7][c:8]2[cH:9][cH:10]1)[CH:17]([CH3:18])[CH3:19]. The reactants are CN(C)C=O.O (DMF water), BrC1=CC(=C(C=C1)CO)C ((4-bromo-2-methylphenyl)methanol), COC=1C=CC=C(C1C=2C=CC=CC2P(C3CCCCC3)C4CCCCC4)OC (S-Phos). The reagents and catalysts are C=1C=CC(=CC1)/C=C/C(=O)/C=C/C2=CC=CC=C2.C=1C=CC(=CC1)/C=C/C(=O)/C=C/C2=CC=CC=C2.C=1C=CC(=CC1)/C=C/C(=O)/C=C/C2=CC=CC=C2.[Pd].[Pd] (Pd2(dba)3), [C-]#N.[Zn+2].[C-]#N (zinc cyanide). Conditions: temperature 130 celsius. The product is OCC1=C(C=C(C#N)C=C1)C (4-(hydroxymethyl)-3-methylbenzonitrile). Reaction SMILES: Br[C:2]1[CH:7]=[CH:6][C:5]([CH2:8][OH:9])=[C:4]([CH3:10])[CH:3]=1.COC1C=CC=C(OC)C=1C1C=CC=CC=1P(C1CCCCC1)C1CCCCC1.[CH3:40][N:41](C=O)C.O>C1C=CC(/C=C/C(/C=C/C2C=CC=CC=2)=O)=CC=1.C1C=CC(/C=C/C(/C=C/C2C=CC=CC=2)=O)=CC=1.C1C=CC(/C=C/C(/C=C/C2C=CC=CC=2)=O)=CC=1.[Pd].[Pd].[C-]#N.[Zn+2].[C-]#N>[OH:9][CH2:8][C:5]1[CH:6]=[CH:7][C:2]([C:40]#[N:41])=[CH:3][C:4]=1[CH3:10] |f:2.3,4.5.6.7.8,9.10.11|. Reported procedure: A mixture of (4-bromo-2-methylphenyl)methanol (603 mg, 3.0 mmol), Pd2(dba)3 (110 mg, 0.12 mmol), S-Phos (99 mg, 0.24 mmol) and zinc cyanide (421 mg, 3.6 mmol) was prepared in a mixture of DMF/water (99:1, 5 mL) under nitrogen atmosphere and heated at 130° C. for 30 minutes under microwave irradiation. The suspension was filtered through a Celite pad and the filter-cake washed with EtOAc. The filtrate was washed with water and brine. The organic phase was passed through a hydrophobic frit and the... The reactants are O (water), C(C)(=O)O (acetic acid), ClC1=C(C=CC(=C1)OC)C1=CC=CC=2N1N=C(C2[N+](=O)[O-])CC (7-(2-Chloro-4-methoxyphenyl)-2-ethyl-3-nitropyrazolo[1,5-a]pyridine). The reagents and catalysts are [Zn] (zinc). The solvent is C(C)O (ethanol). Conditions: temperature 80 celsius, time 30 minute. Yields the product ClC1=C(C=CC(=C1)OC)C1=CC=CC=2N1N=C(C2N)CC ([7-(2-chloro-4-methoxyphenyl)-2-ethylpyrazolo[1,5-a]pyridin-3-yl]amine). As a reaction SMILES: [Cl:1][C:2]1[CH:7]=[C:6]([O:8][CH3:9])[CH:5]=[CH:4][C:3]=1[C:10]1[N:15]2[N:16]=[C:17]([CH2:22][CH3:23])[C:18]([N+:19]([O-])=O)=[C:14]2[CH:13]=[CH:12][CH:11]=1.O.C(O)(=O)C>C(O)C.[Zn]>[Cl:1][C:2]1[CH:7]=[C:6]([O:8][CH3:9])[CH:5]=[CH:4][C:3]=1[C:10]1[N:15]2[N:16]=[C:17]([CH2:22][CH3:23])[C:18]([NH2:19])=[C:14]2[CH:13]=[CH:12][CH:11]=1. Reported procedure: 7-(2-Chloro-4-methoxyphenyl)-2-ethyl-3-nitropyrazolo[1,5-a]pyridine (5 mg) was suspended in ethanol (2 mL), and then water (1 mL), acetic acid (0.5 mL) and zinc powder (10 mg) were added and the mixture was heated and stirred at 80° C. for 30 minutes. The reaction mixture was filtered, water was added to the filtrate, extraction was performed with ethyl acetate and the extract was washed with saturated aqueous sodium hydrogencarbonate and brine. After drying over anhydrous magnesium sulfate and ...